From a dataset of the Open Reaction Database (ORD), a public repository of structured organic reaction records. describe an organic reaction: reactants, conditions, products, and yield The reactants are ClC=1C=NC=C(C(=NO)Cl)C1 (5-Chloro-N-hydroxynicotinimidoyl chloride), ClC1=CC=C(C=C1)C#C (1-chloro-4-ethynylbenzene), N (NH3). Product: ClC1=CC=C(C=C1)C1=CC(=NO1)C=1C=NC=C(C1)Cl (5-(4-Chlorophenyl)-3-(5-chloropyridin-3-yl)isoxazole). As a reaction SMILES: [Cl:1][C:2]1[CH:3]=[N:4][CH:5]=[C:6]([CH:11]=1)[C:7](Cl)=[N:8][OH:9].[Cl:12][C:13]1[CH:18]=[CH:17][C:16]([C:19]#[CH:20])=[CH:15][CH:14]=1.N>>[Cl:12][C:13]1[CH:18]=[CH:17][C:16]([C:19]2[O:9][N:8]=[C:7]([C:6]3[CH:5]=[N:4][CH:3]=[C:2]([Cl:1])[CH:11]=3)[CH:20]=2)=[CH:15][CH:14]=1. Procedure: The titled compound was prepared according to Method CB using the product of Example 69B (57 mg, 0.3 mmol) and 1-chloro-4-ethynylbenzene (Aldrich, 41 mg, 0.3 mmol). 1H NMR (300 MHz, DMSO-d6) δ7.69 (dt, J=8.9, 2.6, 2.4 Hz, 2H), 7.82 (s, 1H), 7.93 (dt, J=8.9, 2.4, 2.2 Hz, 2H), 8.44 (t, J=2.2 Hz, 1H), 8.81 (d, J=2.4 Hz, 1H), 9.08 (d, J=1.6 Hz, 1H) ppm; MS (DCI/NH3) m/z 291 (M+H)+, 293 (M+H)+.